describe an organic reaction: reactants, conditions, products, and yield From a dataset of the Open Reaction Database (ORD), a public repository of structured organic reaction records. The reactants are C(C1=CC=CC=C1)OC1=C2C=CN(C2=C(C=C1F)Br)C (4-(benzyloxy)-7-bromo-5-fluoro-1-methyl-1H-indole), BrC=1C=C2C(=C3C=CNC13)OCCO2 (6-bromo-3,7-dihydro-2H-[1,4]dioxino[2,3-e]indole). Product: BrC=1C=C2C(=C3C=CN(C13)CCC)OCCO2 (6-bromo-7-propyl-3,7-dihydro-2H-[1,4]dioxino[2,3-e]indole). The yield is 90.0%. Reaction SMILES: [CH2:1](OC1C(F)=CC(Br)=C2C=1C=CN2C)[C:2]1C=CC=C[CH:3]=1.[Br:21][C:22]1[CH:23]=[C:24]2[O:34][CH2:33][CH2:32][O:31][C:25]2=[C:26]2[C:30]=1[NH:29][CH:28]=[CH:27]2>>[Br:21][C:22]1[CH:23]=[C:24]2[O:34][CH2:33][CH2:32][O:31][C:25]2=[C:26]2[C:30]=1[N:29]([CH2:1][CH2:2][CH3:3])[CH:28]=[CH:27]2. Procedure details: Following the procedure (step 2, scheme 33) used to prepare compound 33-3, compound 40-2 gave compound 40-3 in 90% yield as a yellow solid. LCMS: calc 295.0 found 296.0 [MH]+.